Dataset: the Open Reaction Database (ORD), a public repository of structured organic reaction records. Task: describe an organic reaction: reactants, conditions, products, and yield The reactants are C(C1=CC=CC=C1)O[C@@H]1[C@H](O[C@@]([C@@H]([C@H]1OCC1=CC=CC=C1)OCC1=CC=CC=C1)(OC)C1=CC(=C(C=C1)Cl)CC1=C(C(=C(C=C1)OCC)F)F)CC(O[SiH3])(C)C(C)(C)C ([[(2R,3R,4S,5R,6S)-3,4,5-tribenzyloxy-6-[4-chloro-3-[(4-ethoxy-2,3-difluoro-phenyl)methyl]phenyl]-6-methoxy-tetrahydropyran-2-yl]tert-butyl-dimethyl-methoxy]silane), C(C)(=O)Cl (acetyl chloride). Run in CO (methanol). Conditions: time 1 hour. Yields the product C(C1=CC=CC=C1)O[C@@H]1[C@H](O[C@@]([C@@H]([C@H]1OCC1=CC=CC=C1)OCC1=CC=CC=C1)(OC)C1=CC(=C(C=C1)Cl)CC1=C(C(=C(C=C1)OCC)F)F)CO ([(2R,3R,4S,5R,6S)-3,4,5-tribenzyloxy-6-[4-chloro-3-[(4-ethoxy-2,3-difluoro-phenyl)methyl]phenyl]-6-methoxy-tetrahydro-pyran-2-yl]methanol). The yield is 409.1%. As a reaction SMILES: [CH2:1]([O:8][C@H:9]1[C@H:14]([O:15][CH2:16][C:17]2[CH:22]=[CH:21][CH:20]=[CH:19][CH:18]=2)[C@@H:13]([O:23][CH2:24][C:25]2[CH:30]=[CH:29][CH:28]=[CH:27][CH:26]=2)[C@@:12]([C:33]2[CH:38]=[CH:37][C:36]([Cl:39])=[C:35]([CH2:40][C:41]3[CH:46]=[CH:45][C:44]([O:47][CH2:48][CH3:49])=[C:43]([F:50])[C:42]=3[F:51])[CH:34]=2)([O:31][CH3:32])[O:11][C@@H:10]1[CH2:52]C(C(C)(C)C)(C)O[SiH3])[C:2]1[CH:7]=[CH:6][CH:5]=[CH:4][CH:3]=1.C(Cl)(=[O:63])C>CO>[CH2:1]([O:8][C@H:9]1[C@H:14]([O:15][CH2:16][C:17]2[CH:18]=[CH:19][CH:20]=[CH:21][CH:22]=2)[C@@H:13]([O:23][CH2:24][C:25]2[CH:30]=[CH:29][CH:28]=[CH:27][CH:26]=2)[C@@:12]([C:33]2[CH:38]=[CH:37][C:36]([Cl:39])=[C:35]([CH2:40][C:41]3[CH:46]=[CH:45][C:44]([O:47][CH2:48][CH3:49])=[C:43]([F:50])[C:42]=3[F:51])[CH:34]=2)([O:31][CH3:32])[O:11][C@@H:10]1[CH2:52][OH:63])[C:2]1[CH:3]=[CH:4][CH:5]=[CH:6][CH:7]=1. Reported procedure: [[(2R,3R,4S,5R,6S)-3,4,5-tribenzyloxy-6-[4-chloro-3-[(4-ethoxy-2,3-difluoro-phenyl)methyl]phenyl]-6-methoxy-tetrahydropyran-2-yl]tert-butyl-dimethyl-methoxy]silane 3h (4.7 g, 5.46 mmol) was dissolved in 50 mL methanol, followed by addition of acetyl chloride (80 mg, 0.82 mmol). The reaction mixture was stirred for 1 hour at room temperature. Thereafter, the reaction mixture was concentrated under reduced pressure and the resulting residue was purified by silica gel chromatography with elution sy... Starting materials: [OH-].[Na+] (NaOH), ClC1=C(OC(C(=O)OCC)C)C=CC(=C1)C(F)(F)F (ethyl 2-(2-chloro-4-trifluoromethyl-phenoxy)-propionate). The solvent is CCO (EtOH). The product is ClC1=C(OC(C(=O)O)C)C=CC(=C1)C(F)(F)F (2-(2-chloro-4-trifluoromethyl-phenoxy)-propionic acid). Reaction SMILES: [OH-].[Na+].[Cl:3][C:4]1[CH:17]=[C:16]([C:18]([F:21])([F:20])[F:19])[CH:15]=[CH:14][C:5]=1[O:6][CH:7]([CH3:13])[C:8]([O:10]CC)=[O:9]>CCO>[Cl:3][C:4]1[CH:17]=[C:16]([C:18]([F:19])([F:21])[F:20])[CH:15]=[CH:14][C:5]=1[O:6][CH:7]([CH3:13])[C:8]([OH:10])=[O:9] |f:0.1|. Procedure details: 50 mL (0.100 mol) of 2 M aqueous NaOH solution was added to a solution of 14.00 g (0.047 mol) of ethyl 2-(2-chloro-4-trifluoromethyl-phenoxy)-propionate in 100 mL EtOH and the mixture was refluxed for 1 hour. EtOH was evaporated off i. vac., the residue was diluted with ice water and acidified with 2 M aqueous HCl. The precipitate formed was filtered off, washed with water and dried at 70° C. i. vac. Starting materials: C(C)OC=1C=C(C(=O)C2=NC=C(C3=CC(=C(C=C23)OC)OC(C)C)C=O)C=CC1 (1-(3-ethoxy-benzoyl)-6-isopropoxy-7-methoxy-isoquinoline-4-carbaldehyde), O.P(=O)(O)(O)[O-].[Na+] (sodium dihydrogenphosphate monohydrate), CC(C)=CC (2-methyl-2-butene), Cl(=O)[O-].[Na+] (sodium chlorite). Solvent: C(C)(C)(C)O (t-butanol), O (water). Reaction conditions: time 14 hour. Yields the product C(C)OC=1C=C(C(=O)C2=NC=C(C3=CC(=C(C=C23)OC)OC(C)C)C(=O)O)C=CC1 (1-(3-ethoxy-benzoyl)-6-isopropoxy-7-methoxy-isoquinoline-4-carboxylic acid). Isolated yield 24.7%. Reaction SMILES: [CH2:1]([O:3][C:4]1[CH:5]=[C:6]([CH:27]=[CH:28][CH:29]=1)[C:7]([C:9]1[C:18]2[C:13](=[CH:14][C:15]([O:21][CH:22]([CH3:24])[CH3:23])=[C:16]([O:19][CH3:20])[CH:17]=2)[C:12]([CH:25]=[O:26])=[CH:11][N:10]=1)=[O:8])[CH3:2].O.P([O-])(O)(O)=[O:32].[Na+].CC(=CC)C.Cl([O-])=O.[Na+]>C(O)(C)(C)C.O>[CH2:1]([O:3][C:4]1[CH:5]=[C:6]([CH:27]=[CH:28][CH:29]=1)[C:7]([C:9]1[C:18]2[C:13](=[CH:14][C:15]([O:21][CH:22]([CH3:24])[CH3:23])=[C:16]([O:19][CH3:20])[CH:17]=2)[C:12]([C:25]([OH:32])=[O:26])=[CH:11][N:10]=1)=[O:8])[CH3:2] |f:1.2.3,5.6|. Reported procedure: To a stirred solution of 1-(3-ethoxy-benzoyl)-6-isopropoxy-7-methoxy-isoquinoline-4-carbaldehyde (31 mg, 0.079 mmol) in t-butanol (1 mL) and water (1 mL) solution was added sodium dihydrogenphosphate monohydrate (44 mg, 0.32 mmol), 2-methyl-2-butene (0.053 mL, 0.48 mmol) and sodium chlorite (43 mg, 0.48 mmol) at room temperature. The reaction suspension was then stirred at room temperature for 14 hrs. The resulting two-phase mixture was partitioned between dichloromethane and water and acidified... Reactants: BrCC(=O)C1=CC=C(C=C1)O (2-bromo-4′-hydroxyacetophenone), NC1=NC=C(C(=C1)C)Br (2-amino-5-bromo-4-methylpyridine). Solvent: C(C)#N (acetonitrile). Conditions: temperature 110 celsius. Product: BrC=1C(=CC=2N(C1)C=C(N2)C2=CC=C(C=C2)O)C (6-bromo-2-[4′-hydroxyphenyl]-7-methylimidazo[1,2-a]pyridine). Isolated yield 94.9%. As a reaction SMILES: Br[CH2:2][C:3]([C:5]1[CH:10]=[CH:9][C:8]([OH:11])=[CH:7][CH:6]=1)=O.[NH2:12][C:13]1[CH:18]=[C:17]([CH3:19])[C:16]([Br:20])=[CH:15][N:14]=1>C(#N)C>[Br:20][C:16]1[C:17]([CH3:19])=[CH:18][C:13]2[N:14]([CH:2]=[C:3]([C:5]3[CH:10]=[CH:9][C:8]([OH:11])=[CH:7][CH:6]=3)[N:12]=2)[CH:15]=1. Procedure details: 2.00 g (corresponding to 9.28 mmol) of 2-bromo-4′-hydroxyacetophenone and 1.91 g (corresponding to 10.2 mmol) of 2-amino-5-bromo-4-methylpyridine were dissolved in 40 mL of acetonitrile. The resulting solution was heated under reflux in an oil bath at 110° C. for 3 hours. After the completion of the reaction, the reaction solution was cooled down to room temperature, and precipitates were filtered and recovered. The precipitates were washed with acetonitrile and dried under reduced pressure. The... Starting materials: ice, ClC1=C(C(=CC=C1)Cl)C=1NC2=C(N1)C=CC(=C2)C(=O)NN (2-(2,6-dichloro-phenyl)-3H-benzoimidazole-5-carboxylic acid hydrazide), solution, C(=O)(Cl)Cl (phosgene), C1(=CC=CC=C1)C (toluene), N1CCCCC1 (piperidine), CCOP(N(C(C)C)C(C)C)O (EDIPA). Run in CCOC(=O)C (EtOAc), CN(C)C=O (DMF), ice, C(Cl)Cl (DCM). Reaction conditions: temperature 150 celsius, time 4 day. Yields the product ClC1=C(C(=CC=C1)Cl)C1=NC2=C(N1)C=C(C=C2)C=2OC(=NN2)N2CCCCC2 (2-(2,6-Dichloro-phenyl)-6-(5-piperidin-1-yl-[1,3,4]oxadiazol-2-yl)-1H-benzoimidazole). RXN SMILES: [C:1](Cl)(Cl)=O.C1(C)C=CC=CC=1.[NH:12]1[CH2:17][CH2:16][CH2:15][CH2:14][CH2:13]1.CCOP(O)N(C(C)C)C(C)C.[Cl:30][C:31]1[CH:36]=[CH:35][CH:34]=[C:33]([Cl:37])[C:32]=1[C:38]1[NH:39][C:40]2[CH:46]=[C:45]([C:47]([NH:49][NH2:50])=[O:48])[CH:44]=[CH:43][C:41]=2[N:42]=1>C(Cl)Cl.CCOC(C)=O.CN(C=O)C>[Cl:30][C:31]1[CH:36]=[CH:35][CH:34]=[C:33]([Cl:37])[C:32]=1[C:38]1[NH:39][C:40]2[CH:46]=[C:45]([C:47]3[O:48][C:1]([N:12]4[CH2:17][CH2:16][CH2:15][CH2:14][CH2:13]4)=[N:50][N:49]=3)[CH:44]=[CH:43][C:41]=2[N:42]=1. Procedure details: A 20% solution of phosgene in toluene (163 uL, 0.310 mmol) was added dropwise to a solution of piperidine (31 uL, 0.310 mmol) in DCM (2 mL) and EDIPA (108 uL, 0.620 mmol) at 0° C. under N2. The reaction was stirred for 40 min before the addition of 2-(2,6-dichloro-phenyl)-3H-benzoimidazole-5-carboxylic acid hydrazide (50 mg, 0.155 mmol) and DMF (1 mL). The ice in the ice bath was allowed to melt, slowly warming the reaction to room temp. The reaction was stirred for 4 days. The reaction was dilu... Starting materials: ClCCl, Cl, CC(C)(C)OC(=O)N1CCC(N2CCOCC2)CC1. The product is Cl, C1CC(N2CCOCC2)CCN1. As a reaction SMILES: [Cl:21][CH2:22][Cl:23].[ClH:1].[O:2]1[CH2:3][CH2:4][N:5]([CH:8]2[CH2:9][CH2:10][N:11]([C:14]([O:15][C:16]([CH3:17])([CH3:18])[CH3:19])=[O:20])[CH2:12][CH2:13]2)[CH2:6][CH2:7]1>>[ClH:1].[O:2]1[CH2:3][CH2:4][N:5]([CH:8]2[CH2:9][CH2:10][NH:11][CH2:12][CH2:13]2)[CH2:6][CH2:7]1. The reactants are [OH-].[Na+] (NaOH), C(C1=CC=CC=C1)OC=1C(=NC=CC1)CCCC1=CC=C(C(=O)OC)C=C1 (Methyl 4-[3-(3-benzyloxy-2-pyridyl)propyl)benzoate), Cl (hydrochloric acid). Run in CCO (EtOH). Reaction conditions: time 18 hour. Product: C(C1=CC=CC=C1)OC=1C(=NC=CC1)CCCC1=CC=C(C(=O)O)C=C1 (4-[3-(3-Benzyloxy-2-pyridyl)propyl)benzoic acid). The yield is 18.7%. RXN SMILES: [CH2:1]([O:8][C:9]1[C:10]([CH2:15][CH2:16][CH2:17][C:18]2[CH:27]=[CH:26][C:21]([C:22]([O:24]C)=[O:23])=[CH:20][CH:19]=2)=[N:11][CH:12]=[CH:13][CH:14]=1)[C:2]1[CH:7]=[CH:6][CH:5]=[CH:4][CH:3]=1.[OH-].[Na+].Cl>CCO>[CH2:1]([O:8][C:9]1[C:10]([CH2:15][CH2:16][CH2:17][C:18]2[CH:19]=[CH:20][C:21]([C:22]([OH:24])=[O:23])=[CH:26][CH:27]=2)=[N:11][CH:12]=[CH:13][CH:14]=1)[C:2]1[CH:3]=[CH:4][CH:5]=[CH:6][CH:7]=1 |f:1.2|. Reported procedure: Methyl 4-[3-(3-benzyloxy-2-pyridyl)propyl)benzoate (0.3 g, 0.83 mmol) was dissolved in EtOH (3 ml) and treated with 1N NaOH (1.66 ml). The reaction was stirred at ambient temperature for 18 hours. A solution of hydrochloric acid (1N, 1.66 ml) was added and the resulting precipitate was filted and recrystallised from ethanol to give the title product as a white solid (0.054 g). The reactants are C(C)OC1=CC=C2C(C(=CN(C2=N1)CCOC=O)C(=O)O)=O (7-Ethoxy-1(2-formyloxyethyl)-1,4-dihydro-4-oxo-1,8-naphthyridine-3-carboxylic acid), N,N'-carbonyldiimidazole, NC1=NN=NN1 (5-Amino-1H-tetrazole). Run in CN(C=O)C (dimethylformamide). The product is C(C)OC1=CC=C2C(C(=CN(C2=N1)CCO)C(=O)NC1=NN=NN1)=O (7-Ethoxy-1,4-dihydro-1(2-hydroxyethyl)-4-oxo-N(1H-tetrazol-5-yl)-1,8-naphthyridine-3-carboxamide). Reaction SMILES: [CH2:1]([O:3][C:4]1[N:13]=[C:12]2[C:7]([C:8](=[O:22])[C:9]([C:19]([OH:21])=O)=[CH:10][N:11]2[CH2:14][CH2:15][O:16]C=O)=[CH:6][CH:5]=1)[CH3:2].[NH2:23][C:24]1[NH:28][N:27]=[N:26][N:25]=1>CN(C)C=O>[CH2:1]([O:3][C:4]1[N:13]=[C:12]2[C:7]([C:8](=[O:22])[C:9]([C:19]([NH:23][C:24]3[NH:28][N:27]=[N:26][N:25]=3)=[O:21])=[CH:10][N:11]2[CH2:14][CH2:15][OH:16])=[CH:6][CH:5]=1)[CH3:2]. Procedure details: 7-Ethoxy-1(2-formyloxyethyl)-1,4-dihydro-4-oxo-1,8-naphthyridine-3-carboxylic acid (0.5 g) and N,N'-carbonyldiimidazole (0.4 g) in dimethylformamide (10 ml) were stirred and heated to 80° for 6 hours. 5-Amino-1H-tetrazole (0.42 g) was added and the mixture stirred and heated to 80° for 30 minutes. The solid was collected and dissolved in aqueous sodium hydroxide (10 ml, 2N) and the solution was acidified to pH 1 with dilute hydrochloric acid. The solid was filtered off, washed with water and dri... The reactants are CCCCCCCCCCC (undecane), C(#N)CCNC(C#CC(CF)(OC1=CC=C(C=C1)C(F)(F)F)CF)=O (N-(2-cyanoethyl)-5-fluoro-4-fluoromethyl-4-(4-trifluoromethylphenoxy)-2-pentynamide). Yields the product FCC1(OC2=C(C(=C1)C(=O)NCCC#N)C=C(C=C2)C(F)(F)F)CF (2,2-Bis(fluoromethyl)-N-(2-cyanoethyl)-6-trifluoromethyl-2H-1-benzopyran-4-carboxamide). Yield: 90.0%. RXN SMILES: CCCCCCCCCCC.[C:12]([CH2:14][CH2:15][NH:16][C:17](=[O:36])[C:18]#[C:19][C:20]([CH2:34][F:35])([O:23][C:24]1[CH:29]=[CH:28][C:27]([C:30]([F:33])([F:32])[F:31])=[CH:26][CH:25]=1)[CH2:21][F:22])#[N:13]>>[F:22][CH2:21][C:20]1([CH2:34][F:35])[CH:19]=[C:18]([C:17]([NH:16][CH2:15][CH2:14][C:12]#[N:13])=[O:36])[C:29]2[CH:28]=[C:27]([C:30]([F:33])([F:32])[F:31])[CH:26]=[CH:25][C:24]=2[O:23]1. Procedure: To undecane (0.8 ml) being heated under reflux, N-(2-cyanoethyl)-5-fluoro-4-fluoromethyl-4-(4-trifluoromethylphenoxy)-2-pentynamide (60 mg) was added and the mixture was heated under reflux for 1 hour. After concentrating under reduced pressure, the resulting residue was subjected to silica gel column chromatography (eluent; dichloromethane/ethyl acetate=10/1) to give the titled compound (54 mg), which was identical to the authentic sample. Reactants: CCCNC(=O)Nc1cc(C(N)=O)c(Br)cn1, COc1ccc(P2(=S)SP(=S)(c3ccc(OC)cc3)S2)cc1, C1CCOC1. Product: CCCNC(=O)Nc1cc(C(N)=S)c(Br)cn1. RXN SMILES: [Br:1][c:2]1[cH:3][n:4][c:5]([NH:11][C:12](=[O:13])[NH:14][CH2:15][CH2:16][CH3:17])[cH:6][c:7]1[C:8](=[O:9])[NH2:10].[CH3:18][O:19][c:20]1[cH:21][cH:22][c:23]([P:24]2(=[S:27])[S:25][P:26]([c:28]3[cH:29][cH:30][c:31]([O:32][CH3:33])[cH:34][cH:35]3)(=[S:36])[S:37]2)[cH:38][cH:39]1.[O:40]1[CH2:41][CH2:42][CH2:43][CH2:44]1>>[Br:1][c:2]1[cH:3][n:4][c:5]([NH:11][C:12](=[O:13])[NH:14][CH2:15][CH2:16][CH3:17])[cH:6][c:7]1[C:8]([NH2:10])=[S:27].